This data is from the Open Reaction Database (ORD), a public repository of structured organic reaction records. The task is: describe an organic reaction: reactants, conditions, products, and yield The reactants are BrCC=CC(F)(F)F (4-bromo-1,1,1-trifluorobut-2-ene), C([O-])([O-])=O.[Na+].[Na+] (sodium carbonate), COCC1=NN2C(S1)=NC(=C2CN)C(F)(F)F (1-[2-(methoxymethyl)-6-(trifluoromethyl)imidazo[2,1-b][1,3,4]thiadiazol-5-yl]methanamine). Run in CN(C=O)C (N,N-dimethylformamide). Run at time 8 hour. Product: FC(C=CCNCC1=C(N=C2SC(=NN21)COC)C(F)(F)F)(F)F (4,4,4-trifluoro-N-{[2-(methoxymethyl)-6-(trifluoromethyl)imidazo[2,1-b][1,3,4]thiadiazol-5-yl]methyl}but-2-en-1-amine). As a reaction SMILES: Br[CH2:2][CH:3]=[CH:4][C:5]([F:8])([F:7])[F:6].C(=O)([O-])[O-].[Na+].[Na+].[CH3:15][O:16][CH2:17][C:18]1[S:22][C:21]2=[N:23][C:24]([C:28]([F:31])([F:30])[F:29])=[C:25]([CH2:26][NH2:27])[N:20]2[N:19]=1>CN(C)C=O>[F:6][C:5]([F:8])([F:7])[CH:4]=[CH:3][CH2:2][NH:27][CH2:26][C:25]1[N:20]2[C:21]([S:22][C:18]([CH2:17][O:16][CH3:15])=[N:19]2)=[N:23][C:24]=1[C:28]([F:29])([F:31])[F:30] |f:1.2.3|. Procedure details: 4-bromo-1,1,1-trifluorobut-2-ene (0.782 g, 4.14 mmol, 1.4 eq) and sodium carbonate (0.376 g, 3.55 mmol, 1.2 eq) are added to suspension of 1-[2-(methoxymethyl)-6-(trifluoromethyl)imidazo[2,1-b][1,3,4]thiadiazol-5-yl]methanamine a19 in N,N-dimethylformamide (15 ml). The mixture is stirred overnight at room temperature to afford crude 4,4,4-trifluoro-N-{[2-(methoxymethyl)-6-(trifluoromethyl)imidazo[2,1-b][1,3,4]thiadiazol-5-yl]methyl}but-2-en-1-amine a20. Ethoxycarbonyl isocyanate (0.51 g, 4.43 mm...